From a dataset of the Open Reaction Database (ORD), a public repository of structured organic reaction records. describe an organic reaction: reactants, conditions, products, and yield Starting materials: BrC=1C(=C2CC[C@@H](N(C2=CC1)C(=O)C1CC1)C)OC1=CC=CC=C1 ((S)-(6-bromo-2-methyl-5-phenoxy-3,4-dihydroquinolin-1(2H)-yl)(cyclopropyl)methanone), C([O-])([O-])=O.[Cs+].[Cs+] (cesium carbonate), CC1(OB(OC1(C)C)C=1C=NN(C1)C(=O)OC(C)(C)C)C (tert-butyl 4-(4,4,5,5-tetramethyl-1,3,2-dioxaborolan-2-yl)-1H-pyrazole-1-carboxylate), O1CCOCC1 (1,4-dioxane). The reagents and catalysts are C1=CC=C(C=C1)P([C-]2C=CC=C2)C3=CC=CC=C3.C1=CC=C(C=C1)P([C-]2C=CC=C2)C3=CC=CC=C3.Cl[Pd]Cl.[Fe+2].ClCCl ([1,1′-bis(diphenylphosphino)ferrocene]dichloropalladium(II) dichloromethane). The solvent is O (water). Run at temperature 100 celsius, time 8 hour. Yields the product C1(CC1)C(=O)N1[C@H](CCC2=C(C(=CC=C12)C=1C=NNC1)OC1=CC=CC=C1)C ((S)-cyclopropyl(2-methyl-5-phenoxy-6-(1H-pyrazol-4-yl)-3,4-dihydroquinolin-1(2H)-yl)methanone). The yield is 51.5%. Reaction SMILES: Br[C:2]1[C:3]([O:18][C:19]2[CH:24]=[CH:23][CH:22]=[CH:21][CH:20]=2)=[C:4]2[C:9](=[CH:10][CH:11]=1)[N:8]([C:12]([CH:14]1[CH2:16][CH2:15]1)=[O:13])[C@@H:7]([CH3:17])[CH2:6][CH2:5]2.C(=O)([O-])[O-].[Cs+].[Cs+].CC1(C)C(C)(C)OB([C:39]2[CH:40]=[N:41][N:42](C(OC(C)(C)C)=O)[CH:43]=2)O1.O1CCOCC1>C1C=CC(P(C2C=CC=CC=2)[C-]2C=CC=C2)=CC=1.C1C=CC(P(C2C=CC=CC=2)[C-]2C=CC=C2)=CC=1.Cl[Pd]Cl.[Fe+2].ClCCl.O>[CH:14]1([C:12]([N:8]2[C:9]3[C:4](=[C:3]([O:18][C:19]4[CH:20]=[CH:21][CH:22]=[CH:23][CH:24]=4)[C:2]([C:39]4[CH:40]=[N:41][NH:42][CH:43]=4)=[CH:11][CH:10]=3)[CH2:5][CH2:6][C@@H:7]2[CH3:17])=[O:13])[CH2:15][CH2:16]1 |f:1.2.3,6.7.8.9.10|. Procedure details: A 100-mL round-bottom flask was charged with (S)-(6-bromo-2-methyl-5-phenoxy-3,4-dihydroquinolin-1(2H)-yl)(cyclopropyl)methanone (0.400 g, 1.04 mmol), [1,1′-bis(diphenylphosphino)ferrocene]dichloropalladium(II) dichloromethane adduct (0.083 g, 0.10 mmol), cesium carbonate (0.985 g, 3.02 mmol), tert-butyl 4-(4,4,5,5-tetramethyl-1,3,2-dioxaborolan-2-yl)-1H-pyrazole-1-carboxylate (0.343 g, 1.17 mmol), 1,4-dioxane (10 mL) and water (3 mL). The resulting mixture stirred at 100° C. overnight and was c... The reactants are CCN=C=NCCCN(C)C, CCN(C(C)C)C(C)C, Clc1cncc(OC2CCNCC2)c1, Cl, Cl, O=C(O)CNC(=O)c1cc(-c2ccc(F)cc2)[nH]n1, O=C(Cc1ccc(F)cc1)c1ccccc1, CN(C)C=O, O, On1nnc2ccccc21. Product: O=C(NCC(=O)N1CCC(Oc2cncc(Cl)c2)CC1)c1cc(-c2ccc(F)cc2)[nH]n1. Reaction SMILES: [CH3:55][CH2:56][N:57]=[C:58]=[N:59][CH2:60][CH2:61][CH2:62][N:63]([CH3:64])[CH3:65].[CH:1]([N:2]([CH2:3][CH3:4])[CH:5]([CH3:6])[CH3:7])([CH3:8])[CH3:9].[Cl:68][c:69]1[cH:70][n:71][cH:72][c:73]([O:75][CH:76]2[CH2:77][CH2:78][NH:79][CH2:80][CH2:81]2)[cH:74]1.[ClH:66].[ClH:67].[F:10][c:11]1[cH:12][cH:13][c:14](-[c:17]2[cH:18][c:19]([C:22](=[O:23])[NH:24][CH2:25][C:26](=[O:27])[OH:28])[n:20][nH:21]2)[cH:15][cH:16]1.[F:29][c:30]1[cH:31][cH:32][c:33]([CH2:34][C:35]([c:36]2[cH:37][cH:38][cH:39][cH:40][cH:41]2)=[O:42])[cH:43][cH:44]1.[O:82]=[CH:83][N:84]([CH3:85])[CH3:86].[OH2:87].[OH:45][n:46]1[c:47]2[c:48]([cH:49][cH:50][cH:51][cH:52]2)[n:53][n:54]1>>[F:10][c:11]1[cH:12][cH:13][c:14](-[c:17]2[cH:18][c:19]([C:22](=[O:23])[NH:24][CH2:25][C:26](=[O:28])[N:79]3[CH2:78][CH2:77][CH:76]([O:75][c:73]4[cH:72][n:71][cH:70][c:69]([Cl:68])[cH:74]4)[CH2:81][CH2:80]3)[n:20][nH:21]2)[cH:15][cH:16]1. Starting materials: [Si](C)(C)(C(C)(C)C)OCC1CC(CC1)C=O (3-((tert-butyldimethylsilyloxy)methyl)-cyclopentanecarbaldehyde), CN (methylamine), [C-]#N.[K+] (KCN). Solvent: O (H2O), CO (methanol), O (H2O). Reaction conditions: temperature 23 celsius, time 18 hour. Product: [Si](C)(C)(C(C)(C)C)OCC1CC(CC1)C(C#N)NC (2-(3-((Tert-butyldimethylsilyloxy)methyl)cyclopentyl)-2-(methylamino)acetonitrile). Reaction SMILES: [Si:1]([O:8][CH2:9][CH:10]1[CH2:14][CH2:13][CH:12]([CH:15]=O)[CH2:11]1)([C:4]([CH3:7])([CH3:6])[CH3:5])([CH3:3])[CH3:2].[CH3:17][NH2:18].[C-:19]#[N:20].[K+]>O.CO>[Si:1]([O:8][CH2:9][CH:10]1[CH2:14][CH2:13][CH:12]([CH:15]([NH:20][CH3:19])[C:17]#[N:18])[CH2:11]1)([C:4]([CH3:7])([CH3:6])[CH3:5])([CH3:3])[CH3:2] |f:2.3|. Reported procedure: To 3-((tert-butyldimethylsilyloxy)methyl)-cyclopentanecarbaldehyde (5.8 g, 23.94 mmol) in H2O (8 mL) and methanol (10 mL) was added methylamine (0.0755 g, 23.94 mmol) at 0° C. This mixture was then added at 0° C. to KCN (1.56 g, 23.94 mmol) in H2O (3 mL). The resulting reaction mixture was stirred at 23° C. for 18 hours. The organic material was extracted with ethyl acetate (3×100 mL) and the combined organic fractions were dried (MgSO4) and concentrated in vacuo. 1H NMR (400 MHz, CDCl3) δ ppm 4... Starting materials: COC(=O)c1cccc(Br)c1CBr, C1CCOC1, [NH4+], [OH-], O. Yields the product O=C1NCc2c(Br)cccc21. Reaction SMILES: [Br:1][c:2]1[c:3]([CH2:12][Br:7])[c:4]([C:5](=[O:6])[O:8][CH3:13])[cH:9][cH:10][cH:11]1.[CH2:14]1[O:15][CH2:16][CH2:17][CH2:18]1.[NH4+:19].[OH-:20].[OH2:21]>>[Br:1][c:2]1[c:3]2[c:4]([cH:9][cH:10][cH:11]1)[C:5](=[O:6])[NH:19][CH2:12]2.